Task: describe an organic reaction: reactants, conditions, products, and yield. Dataset: the Open Reaction Database (ORD), a public repository of structured organic reaction records The reactants are Fc1cc(Br)c(F)cc1Br, [Li]CCCC, CCOCC, O. Yields the product O=Cc1cc(F)c(Br)cc1F. RXN SMILES: [Br:6][c:7]1[c:8]([F:15])[cH:9][c:10]([Br:14])[c:11]([F:13])[cH:12]1.[CH2:1]([Li:2])[CH2:3][CH2:4][CH3:5].[CH3:16][CH2:17][O:18][CH2:19][CH3:20].[OH2:21]>>[c:7]1([CH:17]=[O:18])[c:8]([F:15])[cH:9][c:10]([Br:14])[c:11]([F:13])[cH:12]1. Reactants: (-)-enriched-4,5-dihydro-6-(4'-hydroxyphenyl)-5-methyl, N=1NC(C=CC1)=O (2H-pyridazinone), O.C1(=CC=C(C=C1)S(=O)(=O)O)C (p-toluenesulfonic acid monohydrate), CO (methanol), [OH-].[Na+].OP(=O)(O)[O-].[K+] (NaOH KH2PO4), CO (methanol). Solvent: O (water). Reaction conditions: time 24 hour. The product is OC1=CC=C(C=C1)C=1C(CC(NN1)=O)C ((±)-4,5-dihydro-6-(4'-hydroxyphenyl)-5-methyl-3(2H)-pyridazinone). Yield: 80.0%. RXN SMILES: [N:1]1[NH:2][C:3](=[O:7])[CH:4]=[CH:5][CH:6]=1.O.[C:9]1([CH3:19])[CH:14]=[CH:13][C:12](S(O)(=O)=O)=[CH:11][CH:10]=1.CO.[OH-].[Na+].[OH:24]P([O-])(O)=O.[K+]>O>[OH:24][C:12]1[CH:13]=[CH:14][C:9]([C:19]2[CH:5]([CH3:6])[CH2:4][C:3](=[O:7])[NH:2][N:1]=2)=[CH:10][CH:11]=1 |f:1.2,4.5.6.7|. Reported procedure: A 25 ml round-bottomed flask equipped with a stir bar and reflux condenser was charged with 0.10 g (0.49 mmol) of (-)-enriched-4,5-dihydro-6-(4'-hydroxyphenyl)-5-methyl-3(2H-pyridazinone (45% ee by chiral HPLC), 0.45 g (0.24 mmol) of p-toluenesulfonic acid monohydrate and methanol (15 ml). The solution was stirred under an atmosphere of nitrogen at reflux and epimerization of C-5 ° f the starting material was monitored by chiral HPLC (Cyclobond I, 75% pH 7 NaOH/KH2PO4 buffer, 25% methanol, 0.5 m... Reactants: CCCN(CCC1=CC=CS1)[C@H]2CCC3=C(C2)C=CC=C3O.Cl (rotigotine hydrochloride), S1C(=CC=C1)CCN (β-(2-thienyl)ethylamine), C1(=CC=C(C=C1)S(=O)(=O)O)C (p-toluenesulfonic acid), COC1=C2CCC(CC2=CC=C1)=O (5-methoxy-2-tetralone), COC1=C2CCC(CC2=CC=C1)=O (5-methoxy-2-tetralone), C(#N)[BH3-].[Na+] (sodium cyanoborohydride). Yields the product COC1=C2CCC(CC2=CC=C1)NCCC=1SC=CC1 (1,2,3,4-tetrahydro-5-methoxy-N-[2-(thienyl)-ethyl]-2-naphthaleneamine). Reaction SMILES: CCC[N:4]([C@@H:12]1[CH2:17][C:16]2[CH:18]=[CH:19][CH:20]=[C:21]([OH:22])[C:15]=2[CH2:14][CH2:13]1)[CH2:5][CH2:6][C:7]1[S:11][CH:10]=[CH:9][CH:8]=1.Cl.[CH3:24]OC1C=CC=C2C=1CCC(=O)C2.S1C=CC=C1CCN.C1(C)C=CC(S(O)(=O)=O)=CC=1.C([BH3-])#N.[Na+]>>[CH3:24][O:22][C:21]1[CH:20]=[CH:19][CH:18]=[C:16]2[C:15]=1[CH2:14][CH2:13][CH:12]([NH:4][CH2:5][CH2:6][C:7]1[S:11][CH:10]=[CH:9][CH:8]=1)[CH2:17]2 |f:0.1,5.6|. Procedure: The preparation of racemic rotigotine hydrochloride is disclosed in U.S. Pat. No. 4,564,628. The process, which is depicted in Scheme 1, comprises reacting 5-methoxy-2-tetralone (Compound I) with β-(2-thienyl)ethylamine in presence of p-toluenesulfonic acid and sodium cyanoborohydride to obtain 1,2,3,4-tetrahydro-5-methoxy-N-[2-(thienyl)-ethyl]-2-naphthaleneamine (Compound II), which is reacted with propionyl chloride in presence of triethylamine to obtain N-(1,2,3,4-tetrahydro-5-methoxy-2-napht... The reactants are CCOC(=O)C1=C(C)N(c2cccc(C(F)(F)F)c2)c2nnnn2C1c1ccc(C#N)cc1, C1CCOC1, CCO, Cl, [Li+], [OH-], O. Product: CC1=C(C(=O)O)C(c2ccc(C#N)cc2)n2nnnc2N1c1cccc(C(F)(F)F)c1. As a reaction SMILES: [C:3](#[N:4])[c:5]1[cH:6][cH:7][c:8]([CH:11]2[C:12]([C:31](=[O:32])[O:33][CH2:34][CH3:35])=[C:13]([CH3:30])[N:14]([c:20]3[cH:21][c:22]([C:26]([F:27])([F:28])[F:29])[cH:23][cH:24][cH:25]3)[c:15]3[n:16]2[n:17][n:18][n:19]3)[cH:9][cH:10]1.[CH2:40]1[O:41][CH2:42][CH2:43][CH2:44]1.[CH3:37][CH2:38][OH:39].[ClH:36].[Li+:1].[OH-:2].[OH2:45]>>[C:3](#[N:4])[c:5]1[cH:6][cH:7][c:8]([CH:11]2[C:12]([C:31](=[O:32])[OH:33])=[C:13]([CH3:30])[N:14]([c:20]3[cH:21][c:22]([C:26]([F:27])([F:28])[F:29])[cH:23][cH:24][cH:25]3)[c:15]3[n:16]2[n:17][n:18][n:19]3)[cH:9][cH:10]1. Reactants: NC1=NC(=CC(=N1)N1C(COCC1)C(=O)N)C1=CC(=C(C=C1)C#N)F (4-[2-amino-6-(4-cyano-3-fluorophenyl)-4-pyrimidinyl]-3-morpholinecarboxamide), O.NN (hydrazine monohydrate). Solvent: C(C)O (ethanol), O (water). Run at temperature 90 celsius, time 16 hour. The product is NC1=NC(=CC(=N1)N1C(COCC1)C(=O)N)C1=CC=C2C(=NNC2=C1)N (4-[2-Amino-6-(3-amino-1H-indazol-6-yl)-4-pyrimidinyl]-3-morpholinecarboxamide). Isolated yield 10.8%. Reaction SMILES: [NH2:1][C:2]1[N:7]=[C:6]([N:8]2[CH2:13][CH2:12][O:11][CH2:10][CH:9]2[C:14]([NH2:16])=[O:15])[CH:5]=[C:4]([C:17]2[CH:22]=[CH:21][C:20]([C:23]#[N:24])=[C:19](F)[CH:18]=2)[N:3]=1.O.[NH2:27][NH2:28]>C(O)C.O>[NH2:1][C:2]1[N:7]=[C:6]([N:8]2[CH2:13][CH2:12][O:11][CH2:10][CH:9]2[C:14]([NH2:16])=[O:15])[CH:5]=[C:4]([C:17]2[CH:18]=[C:19]3[C:20]([C:23]([NH2:24])=[N:27][NH:28]3)=[CH:21][CH:22]=2)[N:3]=1 |f:1.2|. Procedure: A mixture of 4-[2-amino-6-(4-cyano-3-fluorophenyl)-4-pyrimidinyl]-3-morpholinecarboxamide (360 mg, 1.05 mmol) and hydrazine monohydrate (2.58 mL, 52.6 mmol) in ethanol (10 mL) was stirred at 90° C. in a sealed tube for 16 hours. The mixture was cooled and diluted with water. Attempts to extract the product from the water using 90/10 CH2Cl2/IPA were unsuccessful, so the aqueous phase was combined with the residue from the concentrated CH2Cl2/IPA extractions and the mixture was concentrated in vac... Starting materials: OCCCBr, O=C([O-])[O-], CN(C)C=O, O=C(c1cc(C(F)(F)F)cc(C(F)(F)F)c1)N1CCNCC1Cc1c[nH]c2ccccc12, [K+], [K+], O. Yields the product O=C(c1cc(C(F)(F)F)cc(C(F)(F)F)c1)N1CCN(CCCO)CC1Cc1c[nH]c2ccccc12. RXN SMILES: [Br:33][CH2:34][CH2:35][CH2:36][OH:37].[C:38](=[O:39])([O-:40])[O-:41].[CH3:45][N:46]([CH3:47])[CH:48]=[O:49].[F:1][C:2]([c:3]1[cH:4][c:5]([C:6](=[O:7])[N:8]2[CH:9]([CH2:14][c:15]3[cH:16][nH:17][c:18]4[cH:19][cH:20][cH:21][cH:22][c:23]34)[CH2:10][NH:11][CH2:12][CH2:13]2)[cH:24][c:25]([C:27]([F:28])([F:29])[F:30])[cH:26]1)([F:31])[F:32].[K+:42].[K+:43].[OH2:44]>>[F:1][C:2]([c:3]1[cH:4][c:5]([C:6](=[O:7])[N:8]2[CH:9]([CH2:14][c:15]3[cH:16][nH:17][c:18]4[cH:19][cH:20][cH:21][cH:22][c:23]34)[CH2:10][N:11]([CH2:34][CH2:35][CH2:36][OH:37])[CH2:12][CH2:13]2)[cH:24][c:25]([C:27]([F:28])([F:29])[F:30])[cH:26]1)([F:31])[F:32]. Starting materials: CS(=O)(=O)Cl, Cc1c(F)c(NCCCO)c2c(=O)cc(-c3ccc(NC(=O)C(C)(C)C)c(F)c3)oc2c1F, O, c1ccncc1. Product: Cc1c(F)c(NCCCOS(C)(=O)=O)c2c(=O)cc(-c3ccc(NC(=O)C(C)(C)C)c(F)c3)oc2c1F. As a reaction SMILES: [CH3:34][S:35]([Cl:36])(=[O:37])=[O:38].[F:1][c:2]1[c:3]([CH3:33])[c:4]([F:32])[c:5]2[c:6]([c:7](=[O:25])[cH:8][c:9](-[c:11]3[cH:12][c:13]([F:24])[c:14]([NH:17][C:18]([C:19]([CH3:20])([CH3:21])[CH3:22])=[O:23])[cH:15][cH:16]3)[o:10]2)[c:26]1[NH:27][CH2:28][CH2:29][CH2:30][OH:31].[OH2:39].[cH:40]1[cH:41][cH:42][n:43][cH:44][cH:45]1>>[F:1][c:2]1[c:3]([CH3:33])[c:4]([F:32])[c:5]2[c:6]([c:7](=[O:25])[cH:8][c:9](-[c:11]3[cH:12][c:13]([F:24])[c:14]([NH:17][C:18]([C:19]([CH3:20])([CH3:21])[CH3:22])=[O:23])[cH:15][cH:16]3)[o:10]2)[c:26]1[NH:27][CH2:28][CH2:29][CH2:30][O:31][S:35]([CH3:34])(=[O:37])=[O:38]. Reactants: BrC=1C=CC2=C(C3=C(O2)C=CC(=C3)C=3C=CC=2N(C4=CC=CC=C4C2C3)C3=CC=CC=C3)C1 (3-(8-bromodibenzo[b,d]furan-2-yl)-9-phenyl-9H-carbazole), CC1(OB(OC1(C)C)C=1C=C(C=C(C1)C=1OC2=C(N1)C=CC=C2)C=2OC1=C(N2)C=CC=C1)C (2,2′-(5-(4,4,5,5-tetramethyl-1,3,2-dioxaborolan-2-yl)-1,3-phenylene)bis(benzo[d]oxazole)), C([O-])([O-])=O.[K+].[K+] (potassium carbonate), O1CCOCC1 (1,4-dioxane), O (water). Reagents/catalysts: [Pd].C1(=CC=CC=C1)P(C1=CC=CC=C1)C1=CC=CC=C1.C1(=CC=CC=C1)P(C1=CC=CC=C1)C1=CC=CC=C1.C1(=CC=CC=C1)P(C1=CC=CC=C1)C1=CC=CC=C1.C1(=CC=CC=C1)P(C1=CC=CC=C1)C1=CC=CC=C1 (tetrakis(triphenylphosphine) palladium(0)). Reaction conditions: temperature 100 celsius, time 16.5 hour. Product: C1(=CC=CC=C1)N1C2=CC=CC=C2C=2C=C(C=CC12)C=1C=CC2=C(C3=C(O2)C=CC(=C3)C=3C=C(C=C(C3)C=3OC2=C(N3)C=CC=C2)C=2OC3=C(N2)C=CC=C3)C1 (2,2′-(5-(8-(9-phenyl-9H-carbazol-3-yl)dibenzo[b,d]furan-2-yl)-1,3-phenylene)bis(benzo[d]oxazole)). RXN SMILES: Br[C:2]1[CH:3]=[CH:4][C:5]2O[C:8]3[CH:10]=[CH:11][C:12]([C:14]4[CH:15]=[CH:16][C:17]5[N:18]([C:27]6[CH:32]=[CH:31][CH:30]=[CH:29][CH:28]=6)[C:19]6[C:24]([C:25]=5[CH:26]=4)=[CH:23][CH:22]=[CH:21][CH:20]=6)=[CH:13][C:7]=3[C:6]=2[CH:33]=1.CC1(C)C(C)(C)OB([C:42]2[CH:43]=[C:44]([C:57]3[O:58][C:59]4[CH:65]=[CH:64][CH:63]=[CH:62][C:60]=4[N:61]=3)[CH:45]=[C:46]([C:48]3[O:49][C:50]4[CH:56]=[CH:55][CH:54]=[CH:53][C:51]=4[N:52]=3)[CH:47]=2)O1.C(=O)([O-])[O-].[K+].[K+].O1CCOCC1.[OH2:79]>[Pd].C1(P(C2C=CC=CC=2)C2C=CC=CC=2)C=CC=CC=1.C1(P(C2C=CC=CC=2)C2C=CC=CC=2)C=CC=CC=1.C1(P(C2C=CC=CC=2)C2C=CC=CC=2)C=CC=CC=1.C1(P(C2C=CC=CC=2)C2C=CC=CC=2)C=CC=CC=1>[C:27]1([N:18]2[C:17]3[CH:16]=[CH:15][C:14]([C:12]4[CH:11]=[CH:10][C:8]5[O:79][C:5]6[CH:4]=[CH:3][C:2]([C:42]7[CH:47]=[C:46]([C:48]8[O:49][C:50]9[CH:56]=[CH:55][CH:54]=[CH:53][C:51]=9[N:52]=8)[CH:45]=[C:44]([C:57]8[O:58][C:59]9[CH:65]=[CH:64][CH:63]=[CH:62][C:60]=9[N:61]=8)[CH:43]=7)=[CH:33][C:6]=6[C:7]=5[CH:13]=4)=[CH:26][C:25]=3[C:24]3[C:19]2=[CH:20][CH:21]=[CH:22][CH:23]=3)[CH:32]=[CH:31][CH:30]=[CH:29][CH:28]=1 |f:2.3.4,7.8.9.10.11|. Reported procedure: A mixture of Compound 17 (1.25 g, 2.56 mmol), 2,2′-(5-(4,4,5,5-tetramethyl-1,3,2-dioxaborolan-2-yl)-1,3-phenylene)bis(benzo[d]oxazole) (1.23 g, 2.82 mmol), tetrakis(triphenylphosphine) palladium(0) (0.15 g, 0.13 mmol), potassium carbonate (1.06 g, 7.68 mmol), 1,4-dioxane (35.00 mL), and water (7.00 mL) was degassed with bubbling argon for 20 minutes. The reaction was then heated to 100° C. and stirred overnight (16.5 hours), maintaining an argon atmosphere. After adding water, the precipitated p... The reactants are C(C)C=1C=CC=C2C=CC(=NC12)C (8-ethyl-2-methylquinoline), SeO2, O1CCOCC1 (dioxane). Solvent: O (water). Product: C(C)C=1C=CC=C2C=CC(=NC12)C=O (8-ethylquinoline-2-carbaldehyde). Yield: 85.8%. Reaction SMILES: [CH2:1]([C:3]1[CH:4]=[CH:5][CH:6]=[C:7]2[C:12]=1[N:11]=[C:10]([CH3:13])[CH:9]=[CH:8]2)[CH3:2].[O:14]1CCOCC1>O>[CH2:1]([C:3]1[CH:4]=[CH:5][CH:6]=[C:7]2[C:12]=1[N:11]=[C:10]([CH:13]=[O:14])[CH:9]=[CH:8]2)[CH3:2]. Reported procedure: A solution of 8-ethyl-2-methylquinoline (3.34 g, 19.5 mmol) in dioxane (150 mL) and water (1.5 mL) was added SeO2 (2.60 g, 23.4 mmol) and the mixture was stirred at reflux for 2 hours. After cooling to ambient temperature, the solid was removed by filtration and washed with DCM. The filtrate was concentrated under reduced pressure and the residue was purified by flash chromatography on silica gel (1:1 hexane/DCM) to give 8-ethylquinoline-2-carbaldehyde (3.1 g, 85.8%) as a solid. Starting materials: NC1=C(C(=NC(=N1)C1=CC=C(C=C1)N)C(=O)OC)C=C (methyl 6-amino-2-(4-aminophenyl)-5-vinylpyrimidine-4-carboxylate), [B-](F)(F)(F)F.N#[O+] (nitrosyl tetrafluoroborate), [I-].[Na+] (sodium iodide), [O-]S(=O)[O-].[Na+].[Na+] (Na2SO3). Solvent: ClCCl (dichloromethane), ClCCl (dichloromethane), O (H2O), O1CCOCC1 (dioxane). Run at time 60 minute. Product: NC1=C(C(=NC(=N1)C1=CC=C(C=C1)I)C(=O)OC)C=C (methyl 6-amino-2-(4-iodophenyl)-5-vinylpyrimidine-4-carboxylate). Isolated yield 26.8%. RXN SMILES: [B-](F)(F)(F)F.N#[O+].[NH2:8][C:9]1[N:14]=[C:13]([C:15]2[CH:20]=[CH:19][C:18](N)=[CH:17][CH:16]=2)[N:12]=[C:11]([C:22]([O:24][CH3:25])=[O:23])[C:10]=1[CH:26]=[CH2:27].[I-:28].[Na+].[O-]S([O-])=O.[Na+].[Na+]>ClCCl.O1CCOCC1.O>[NH2:8][C:9]1[N:14]=[C:13]([C:15]2[CH:20]=[CH:19][C:18]([I:28])=[CH:17][CH:16]=2)[N:12]=[C:11]([C:22]([O:24][CH3:25])=[O:23])[C:10]=1[CH:26]=[CH2:27] |f:0.1,3.4,5.6.7|. Procedure: To a 50-mL round bottom flask, equipped with a stir bar, was added nitrosyl tetrafluoroborate (78 mg, 0.67 mmol) and dichloromethane (2.0 mL). The flask was cooled in a ice water bath and placed under N2 atmosphere. Then methyl 6-amino-2-(4-aminophenyl)-5-vinylpyrimidine-4-carboxylate (180 mg, 0.666 mmol) in dichloromethane (2.5 mL) was added dropwise. The reaction was allowed to stir for 60 min. Then sodium iodide (499 mg, 3.33 mmol) in a minimal amount of H2O was added, followed by dioxane (1....